Dataset: the Open Reaction Database (ORD), a public repository of structured organic reaction records. Task: describe an organic reaction: reactants, conditions, products, and yield Starting materials: NC1=C(C=CC=C1)NC(C1=CC=C(C=C1)CNC1=NC=CC(=N1)C1=NC=CN=C1)=O (N-(2-Amino-phenyl)-4-[(4-pyrazin-2-yl-pyrimidin-2-ylamino)-methyl]-benzamide), N1=CC(=CC=C1)C1=NC(=NC=C1)NC1=CC=C(C(=O)O)C=C1 (4-(4-(Pyridin-3-yl)pyrimidin-2-ylamino)benzoic acid). Yields the product N1=CC(=CC=C1)C1=NC(=NC=C1)NC1=CC=C(C(=O)NC2=C(C=CC=C2)N)C=C1 (4-(4-(Pyridin-3-yl)pyrimidin-2-ylamino)-N-(2-aminophenyl)benzamide). Reaction SMILES: [NH2:1][C:2]1[CH:7]=[CH:6][CH:5]=[CH:4][C:3]=1[NH:8][C:9](=[O:30])[C:10]1[CH:15]=[CH:14][C:13](CNC2N=C(C3C=NC=CN=3)C=CN=2)=[CH:12][CH:11]=1.[N:31]1[CH:36]=[CH:35][CH:34]=[C:33]([C:37]2[CH:42]=[CH:41][N:40]=[C:39]([NH:43]C3C=CC(C(O)=O)=CC=3)[N:38]=2)[CH:32]=1>>[N:31]1[CH:36]=[CH:35][CH:34]=[C:33]([C:37]2[CH:42]=[CH:41][N:40]=[C:39]([NH:43][C:13]3[CH:12]=[CH:11][C:10]([C:9]([NH:8][C:3]4[CH:4]=[CH:5][CH:6]=[CH:7][C:2]=4[NH2:1])=[O:30])=[CH:15][CH:14]=3)[N:38]=2)[CH:32]=1. Procedure: Title compound was obtained in 54% yield according to the procedure described for the synthesis of compound 26a (scheme 6, step 4) replacing acid 25a by the acid 343. Characterization of the title compound is provided in the Table 12. Starting materials: O (Water), ClC1=CC2=C(C=3C(CN=C2C2=C(C=CC=C2)F)=CNC3)C=C1 (8-chloro-6-(2-fluorophenyl)-2H,4H-pyrrolo[3,4-d][2]benzazepine), CC(C)([O-])C.[K+] (potassium t-butoxide), CI (methyl iodide). The solvent is CN(C=O)C (dimethylformamide). Conditions: temperature 0 celsius. Yields the product ClC1=CC2=C(C=3C(CN=C2C2=C(C=CC=C2)F)=CN(C3)C)C=C1 (8-Chloro-6-(2-fluorophenyl)-2-methyl-2H,4H-pyrrolo[3,4-d][2]benzazepine). Reaction SMILES: [Cl:1][C:2]1[CH:22]=[CH:21][C:5]2[C:6]3[C:7](=[CH:18][NH:19][CH:20]=3)[CH2:8][N:9]=[C:10]([C:11]3[CH:16]=[CH:15][CH:14]=[CH:13][C:12]=3[F:17])[C:4]=2[CH:3]=1.[CH3:23]C(C)([O-])C.[K+].CI.O>CN(C)C=O>[Cl:1][C:2]1[CH:22]=[CH:21][C:5]2[C:6]3[C:7](=[CH:18][N:19]([CH3:23])[CH:20]=3)[CH2:8][N:9]=[C:10]([C:11]3[CH:16]=[CH:15][CH:14]=[CH:13][C:12]=3[F:17])[C:4]=2[CH:3]=1 |f:1.2|. Procedure details: In one portion, 0.7 g (2.2 mmole) of 8-chloro-6-(2-fluorophenyl)-2H,4H-pyrrolo[3,4-d][2]benzazepine was added to a solution of 0.3 g (2.6 mmole) of potassium t-butoxide in 30 ml of dry dimethylformamide which was cooled to 0° C. After stirring for 15 minutes 1.0 ml (16 mmole) of methyl iodide was added, and the mixture was allowed to warm to room temperature. Water was added, and the mixture was extracted with methylene chloride. The methylene chloride solution was washed with water, dried over ...